Dataset: the Open Reaction Database (ORD), a public repository of structured organic reaction records. Task: describe an organic reaction: reactants, conditions, products, and yield The reactants are BrCc1ccccc1, O=C([O-])[O-], Cc1ccccc1, [K+], [K+], [Na+], [OH-], O, O=C(NCC(F)(F)F)c1cccc(N2CCN(CCC(c3ccccc3)c3ccccc3)CC2)c1. Product: O=C(c1cccc(N2CCN(CCC(c3ccccc3)c3ccccc3)CC2)c1)N(Cc1ccccc1)CC(F)(F)F. As a reaction SMILES: [Br:44][CH2:45][c:46]1[cH:47][cH:48][cH:49][cH:50][cH:51]1.[C:38](=[O:39])([O-:40])[O-:41].[CH3:52][c:53]1[cH:54][cH:55][cH:56][cH:57][cH:58]1.[K+:42].[K+:43].[Na+:37].[OH-:36].[OH2:59].[c:1]1([CH:7]([CH2:8][CH2:9][N:10]2[CH2:11][CH2:12][N:13]([c:16]3[cH:17][c:18]([C:19](=[O:20])[NH:21][CH2:22][C:23]([F:24])([F:25])[F:26])[cH:27][cH:28][cH:29]3)[CH2:14][CH2:15]2)[c:30]2[cH:31][cH:32][cH:33][cH:34][cH:35]2)[cH:2][cH:3][cH:4][cH:5][cH:6]1>>[c:1]1([CH:7]([CH2:8][CH2:9][N:10]2[CH2:11][CH2:12][N:13]([c:16]3[cH:17][c:18]([C:19](=[O:20])[N:21]([CH2:22][C:23]([F:24])([F:25])[F:26])[CH2:45][c:46]4[cH:47][cH:48][cH:49][cH:50][cH:51]4)[cH:27][cH:28][cH:29]3)[CH2:14][CH2:15]2)[c:30]2[cH:31][cH:32][cH:33][cH:34][cH:35]2)[cH:2][cH:3][cH:4][cH:5][cH:6]1. Starting materials: Nitro, CCOC(=O)C.C(Cl)Cl (EtOAc DCM), [N+](=O)([O-])C1=CC(=C(C=C1)/C=C/C1=CC=C(C=C1)C=1N=C2N(C=C(C=C2)C)C1)OCCF (2-(4-{(E)-2-[4-nitro-2-(2-fluoroethoxy)phenyl]ethenyl}phenyl)-6-methylimidazo[1,2-a]pyridine), O.O.[Sn](Cl)Cl (tin (II) dichloride dihydrate). The solvent is CCO (EtOH). Product: FCCOC=1C=C(N)C=CC1\C=C\C1=CC=C(C=C1)C=1N=C2N(C=C(C=C2)C)C1 (3-(2-fluoroethoxy)-4-{(E)-2-[4-(6-methylimidazo[1,2-a]pyridin-2-yl)phenyl]ethenyl}aniline). Yield: 47.9%. Reaction SMILES: [N+:1]([C:4]1[CH:9]=[CH:8][C:7](/[CH:10]=[CH:11]/[C:12]2[CH:17]=[CH:16][C:15]([C:18]3[N:19]=[C:20]4[CH:25]=[CH:24][C:23]([CH3:26])=[CH:22][N:21]4[CH:27]=3)=[CH:14][CH:13]=2)=[C:6]([O:28][CH2:29][CH2:30][F:31])[CH:5]=1)([O-])=O.O.O.[Sn](Cl)Cl.CCOC(C)=O.C(Cl)Cl>CCO>[F:31][CH2:30][CH2:29][O:28][C:6]1[CH:5]=[C:4]([CH:9]=[CH:8][C:7]=1/[CH:10]=[CH:11]/[C:12]1[CH:13]=[CH:14][C:15]([C:18]2[N:19]=[C:20]3[CH:25]=[CH:24][C:23]([CH3:26])=[CH:22][N:21]3[CH:27]=2)=[CH:16][CH:17]=1)[NH2:1] |f:1.2.3,4.5|. Reported procedure: Prepared as described in the Nitro Reduction section using 2-(4-{(E)-2-[4-nitro-2-(2-fluoroethoxy)phenyl]ethenyl}phenyl)-6-methylimidazo[1,2-a]pyridine (81 mg, 0.194 mmol) and tin (II) dichloride dihydrate (219 mg, 0.970 mmol) in EtOH (12 ml) to give the title compound (36 mg, 48%) as an orange solid after work-up and flash chromatography (2:1 EtOAc/DCM). The reactants are C(C)OC(C(C(=O)OCC)C1=NC=CN=C1Cl)=O (2-(3-chloro-pyrazin-2-yl)-malonic acid diethyl ester), [OH-].[Na+] (sodium hydroxide), C(C)OCC (diethylether), Cl (hydrochloric acid). The solvent is C(C)O (ethanol). Run at temperature 60 celsius. Yields the product ClC=1C(=NC=CN1)CC(=O)O ((3-chloro-pyrazin-2-yl)-acetic acid). Isolated yield 68.7%. Reaction SMILES: C([O:3][C:4](=[O:18])[CH:5]([C:11]1[C:16]([Cl:17])=[N:15][CH:14]=[CH:13][N:12]=1)C(OCC)=O)C.[OH-].[Na+].Cl.C(OCC)C>C(O)C>[Cl:17][C:16]1[C:11]([CH2:5][C:4]([OH:18])=[O:3])=[N:12][CH:13]=[CH:14][N:15]=1 |f:1.2|. Procedure details: To a solution of 2-(3-chloro-pyrazin-2-yl)-malonic acid diethyl ester (10.0 g) in ethanol (100 ml) was added 2M sodium hydroxide (100 ml) and the reaction mixture heated to 60° C. for 4 hours. The reaction mixture was cooled to ambient temperature then poured onto water and 1M hydrochloric acid followed by extraction with ethyl acetate (3×). The combined organic layers were dried (magnesium sulfate), filtered and the filtrate concentrated to give the crude title compound as a yellow solid. The s... The product is OC1=CC=CC2=CSN=C21 (7-hydroxy-2,1-benzisothiazole). Run in CCOCC (ether), C(Cl)Cl (methylene chloride). Procedure details: 7-Methoxy-2,1-benzisothiazole was dissolved in ether and converted to the hydrochloride using dry hydrogen chloride gas. The 7-methoxy-2,1-benzisothiazole hydrochloride (6.0 g.) was refluxed 22 hours in a solution of 16 g. boron tribromide and 160 ml. methylene chloride to give 3.78 g. pure, yellow, crystalline 7-hydroxy-2,1-benzisothiazole, mp. 99°-100.5° after recrystallization from hexane. This structure was confirmed by nmr. RXN SMILES: C[O:2][C:3]1[C:11]2[C:7](=[CH:8][S:9][N:10]=2)[CH:6]=[CH:5][CH:4]=1.Cl.Cl.COC1C2C(=CSN=2)C=CC=1.B(Br)(Br)Br>CCOCC.C(Cl)Cl>[OH:2][C:3]1[C:11]2[C:7](=[CH:8][S:9][N:10]=2)[CH:6]=[CH:5][CH:4]=1 |f:2.3|. Reactants: Cl (hydrochloride), B(Br)(Br)Br (boron tribromide), COC1=CC=CC2=CSN=C21 (7-Methoxy-2,1-benzisothiazole), Cl.COC1=CC=CC2=CSN=C21 (7-methoxy-2,1-benzisothiazole hydrochloride). Starting materials: COC(=O)[C@H]1NCCC1 ((S)-pyrrolidine-2-carboxylic acid methyl ester), BrC=1C=NC=C(C1)CCl (3-bromo-5-chloromethyl-pyridine). Product: COC(=O)[C@H]1N(CCC1)CC=1C=NC=C(C1)Br ((S)-1-(5-Bromo-pyridin-3-ylmethyl)-pyrrolidine-2-carboxylic acid methyl ester). As a reaction SMILES: [CH3:1][O:2][C:3]([C@@H:5]1[CH2:9][CH2:8][CH2:7][NH:6]1)=[O:4].[Br:10][C:11]1[CH:12]=[N:13][CH:14]=[C:15]([CH2:17]Cl)[CH:16]=1>>[CH3:1][O:2][C:3]([C@@H:5]1[CH2:9][CH2:8][CH2:7][N:6]1[CH2:17][C:15]1[CH:14]=[N:13][CH:12]=[C:11]([Br:10])[CH:16]=1)=[O:4]. Reported procedure: In analogy to the procedure described for the preparation of intermediates B-1 [B], (S)-pyrrolidine-2-carboxylic acid methyl ester has been coupled to 3-bromo-5-chloromethyl-pyridine (intermediate B-1 [A]) to yield the title compound as light yellow oil. MS: 299.2, 301.1 (M+H+).